From a dataset of the Open Reaction Database (ORD), a public repository of structured organic reaction records. describe an organic reaction: reactants, conditions, products, and yield The reactants are CC(C)(C)[O-], CC(C)(C)O, CI, [K+], O, O=C1CCCC1c1ccccc1. Yields the product CC1(c2ccccc2)CCCC1=O. Reaction SMILES: [CH3:1][C:2]([CH3:3])([O-:4])[CH3:5].[CH3:21][C:22]([OH:23])([CH3:24])[CH3:25].[I:19][CH3:20].[K+:6].[OH2:26].[c:7]1([CH:13]2[C:14](=[O:18])[CH2:15][CH2:16][CH2:17]2)[cH:8][cH:9][cH:10][cH:11][cH:12]1>>[CH3:1][C:13]1([c:7]2[cH:8][cH:9][cH:10][cH:11][cH:12]2)[C:14](=[O:18])[CH2:15][CH2:16][CH2:17]1. Conditions: time 2 hour. Reaction SMILES: [OH:1][CH:2]=[C:3]([C:6]1[C:11]([CH3:12])=[CH:10][CH:9]=[CH:8][C:7]=1[CH3:13])[C:4]#[N:5].C([BH3-])#N.[Na+].C(O)(=O)C>CO>[OH:1][CH2:2][CH:3]([C:6]1[C:11]([CH3:12])=[CH:10][CH:9]=[CH:8][C:7]=1[CH3:13])[C:4]#[N:5] |f:1.2|. Solvent: CO (methanol). Yields the product OCC(C#N)C1=C(C=CC=C1C)C (3-hydroxy-2-(2,6-dimethylphenyl)-propionitrile). The reactants are C(#N)[BH3-].[Na+] (sodium cyanoborohydride), OC=C(C#N)C1=C(C=CC=C1C)C (hydroxymethylene-2,6-dimethylphenylacetonitrile), C(C)(=O)O (acetic acid). Procedure details: 58 g (0.33 mol) of hydroxymethylene-2,6-dimethylphenylacetonitrile are dissolved in 250 ml methanol and combined with 37 g (0.59 mol) of sodium cyanoborohydride. After 2 h, 250 ml of acetic acid are added dropwise, during which time the mixture heats up to 50° C. After the exothermic reaction has died down, the mixture is refluxed for a further 3 h. It is left to cool and the mixture is evaporated down in vacuo. The residue is mixed with 500 g of ice, neutralised with ammonia and extracted twice... Reactants: C(=O)C1=CC=C(OCC(=O)OCC)C=C1 (Ethyl (4-formylphenoxy)acetate), C(CCC)N (butylamine), C1=CC=CC=C1 (benzene). Solvent: O (water), O (water). Conditions: time 1 hour. Yields the product C(CCC)N=C=C1CC=C(OCC(=O)OCC)C=C1 (Ethyl [4-(butyliminomethylene)phenoxy]acetate). Yield: 82.5%. RXN SMILES: [CH:1]([C:3]1[CH:15]=[CH:14][C:6]([O:7][CH2:8][C:9]([O:11][CH2:12][CH3:13])=[O:10])=[CH:5][CH:4]=1)=O.[CH2:16]([NH2:20])[CH2:17][CH2:18][CH3:19].C1C=CC=CC=1>O>[CH2:16]([N:20]=[C:1]=[C:3]1[CH:15]=[CH:14][C:6]([O:7][CH2:8][C:9]([O:11][CH2:12][CH3:13])=[O:10])=[CH:5][CH2:4]1)[CH2:17][CH2:18][CH3:19]. Reported procedure: Ethyl (4-formylphenoxy)acetate (104.1 g, 0.5 mole), butylamine (36.6 g, 0.5 mole) and benzene (400 ml) were united and refluxed in a flask equipped with a Dean-Stark water separator. After one hour, water ceased to separate. The heating was terminated after 6 hours and the mixture distilled. There was obtained 108.6 g of product boiling at 178°-181° C. at 0.5 mm Hg pressure. Starting materials: [BH4-], CCO, [Na+], O=Cc1ccc(Oc2ccccc2)c2ccccc12. Reaction SMILES: [BH4-:20].[CH3:22][CH2:23][OH:24].[Na+:21].[O:1]([c:2]1[cH:3][cH:4][cH:5][cH:6][cH:7]1)[c:8]1[cH:9][cH:10][c:11]([CH:18]=[O:19])[c:12]2[cH:13][cH:14][cH:15][cH:16][c:17]12>>[O:1]([c:2]1[cH:3][cH:4][cH:5][cH:6][cH:7]1)[c:8]1[cH:9][cH:10][c:11]([CH2:18][OH:19])[c:12]2[cH:13][cH:14][cH:15][cH:16][c:17]12. Yields the product OCc1ccc(Oc2ccccc2)c2ccccc12. Starting materials: resultant compound, CN(CC=1N=C(SC1)NC(=O)OC(C)(C)C)C(=O)N[C@@H](C(C)C)C(=O)N[C@@H](CC1=CC=CC=C1)[C@H]([C@H]([C@H](CC1=CC=CC=C1)NC([C@@H](NC(=O)N(C)CC=1N=C(SC1)NC(=O)OC(C)(C)C)C(C)C)=O)O)O ((2S,3R,4S,5S)-2,5-Bis-(N-(N-((N-methyl-N-((2-((((t-butyl)oxy)carbonyl)amino)-4-thiazolyl)methyl)amino)carbonyl)valinyl)amino)-3,4-dihydroxy-1,6-diphenylhexane), CO (methanol). Solvent: C(Cl)(Cl)Cl (chloroform), C(Cl)(Cl)Cl (chloroform). Product: CN(CC=1N=C(SC1)N)C(=O)N[C@@H](C(C)C)C(=O)N[C@@H](CC1=CC=CC=C1)[C@H]([C@H]([C@H](CC1=CC=CC=C1)NC([C@@H](NC(=O)N(C)CC=1N=C(SC1)N)C(C)C)=O)O)O ((2S,3R,4S,5S)-2,5-Bis-(N-(N-((N-methyl-N-((2-amino-4-thiazolyl)methyl)amino)carbonyl)valinyl)amino)-3,4-dihydroxy-1,6-diphenylhexane). RXN SMILES: [CH3:1][N:2]([C:17]([NH:19][C@H:20]([C:24]([NH:26][C@H:27]([C@@H:35]([OH:72])[C@@H:36]([OH:71])[C@@H:37]([NH:45][C:46](=[O:70])[C@H:47]([CH:67]([CH3:69])[CH3:68])[NH:48][C:49]([N:51]([CH2:53][C:54]1[N:55]=[C:56]([NH:59]C(OC(C)(C)C)=O)[S:57][CH:58]=1)[CH3:52])=[O:50])[CH2:38][C:39]1[CH:44]=[CH:43][CH:42]=[CH:41][CH:40]=1)[CH2:28][C:29]1[CH:34]=[CH:33][CH:32]=[CH:31][CH:30]=1)=[O:25])[CH:21]([CH3:23])[CH3:22])=[O:18])[CH2:3][C:4]1[N:5]=[C:6]([NH:9]C(OC(C)(C)C)=O)[S:7][CH:8]=1.CO>C(Cl)(Cl)Cl>[CH3:52][N:51]([C:49]([NH:48][C@H:47]([C:46]([NH:45][C@H:37]([C@@H:36]([OH:71])[C@@H:35]([OH:72])[C@@H:27]([NH:26][C:24](=[O:25])[C@H:20]([CH:21]([CH3:22])[CH3:23])[NH:19][C:17]([N:2]([CH2:3][C:4]1[N:5]=[C:6]([NH2:9])[S:7][CH:8]=1)[CH3:1])=[O:18])[CH2:28][C:29]1[CH:30]=[CH:31][CH:32]=[CH:33][CH:34]=1)[CH2:38][C:39]1[CH:40]=[CH:41][CH:42]=[CH:43][CH:44]=1)=[O:70])[CH:67]([CH3:69])[CH3:68])=[O:50])[CH2:53][C:54]1[N:55]=[C:56]([NH2:59])[S:57][CH:58]=1. Procedure details: Using the procedure of Example 58B but replacing the resultant compound of Example 58A with the resultant compound of Example 93 provided, after silica gel chromatography using first 5% then 10% methanol in chloroform followed by 2% isopropylamino/10% methanol in chloroform, 53 mg (38%) of the desired compound (Rf 0.15, 10% methanol in chloroform) as a white solid, m.p. 130°-134° C. Mass spectrum: (M+1)+ =837. Starting materials: [Cl-].[NH4+] (ammonium chloride), C(C)OC1=C(C(=CC=C1)F)F (1-Ethoxy-2,3-difluorobenzene), C(CCC)[Li] (n-Butyl lithium), C(CCC)OC1=C(C(=C(C=C1)C1CCC(CC1)=O)F)F (1-(4-butoxy-2,3-difluorophenyl)-cyclohexane-4-one). Run in C1(=CC=CC=C1)C (toluene), C1CCOC1 (THF), C1CCOC1 (THF). Run at temperature 30 celsius, time 2 hour. Product: C(C)OC1=C(C(=C(C=C1)C1(CCC(CC1)C1=C(C(=C(C=C1)OCCCC)F)F)O)F)F (1-(4-ethoxy-2,3-difluorophenyl)-4-(4-butoxy-2,3-difluorophenyl)cyclohexan-1-ol). Yield: 97.5%. As a reaction SMILES: [CH2:1]([O:3][C:4]1[CH:9]=[CH:8][CH:7]=[C:6]([F:10])[C:5]=1[F:11])[CH3:2].C([Li])CCC.[CH2:17]([O:21][C:22]1[CH:27]=[CH:26][C:25]([CH:28]2[CH2:33][CH2:32][C:31](=[O:34])[CH2:30][CH2:29]2)=[C:24]([F:35])[C:23]=1[F:36])[CH2:18][CH2:19][CH3:20].[Cl-].[NH4+]>C1COCC1.C1(C)C=CC=CC=1>[CH2:1]([O:3][C:4]1[CH:9]=[CH:8][C:7]([C:31]2([OH:34])[CH2:32][CH2:33][CH:28]([C:25]3[CH:26]=[CH:27][C:22]([O:21][CH2:17][CH2:18][CH2:19][CH3:20])=[C:23]([F:36])[C:24]=3[F:35])[CH2:29][CH2:30]2)=[C:6]([F:10])[C:5]=1[F:11])[CH3:2] |f:3.4|. Procedure: 1-Ethoxy-2,3-difluorobenzene (27) (7.0 g) and THF (200 ml) were added to a reaction vessel under a nitrogen atmosphere, and cooled to −74° C. n-Butyl lithium (1.57 M in n-hexane; 31.0 ml) was added dropwise in the temperature range of −74° C. to −70° C., and the stirring was continued for another 2 hours. Then, 1-(4-butoxy-2,3-difluorophenyl)-cyclohexane-4-one (28) (12.5 g) dissolved in THF (50 ml) was slowly added dropwise in the temperature range of 50° C. to 60° C., and stirring was continued... As a reaction SMILES: [F:3][c:4]1[c:5]([CH:11]2[CH2:12][CH2:13][CH:14]([NH:27][C:28]([O:29][C:30]([CH3:31])([CH3:32])[CH3:33])=[O:34])[c:15]3[n:16]([c:18]([CH:21]([C:22]([F:23])([F:24])[F:25])[OH:26])[cH:19][n:20]3)[CH2:17]2)[cH:6][cH:7][cH:8][c:9]1[F:10].[H-:1].[I:35][CH3:36].[Na+:2].[O:37]1[CH2:38][CH2:39][CH2:40][CH2:41]1>>[F:3][c:4]1[c:5]([CH:11]2[CH2:12][CH2:13][CH:14]([NH:27][C:28]([O:29][C:30]([CH3:31])([CH3:32])[CH3:33])=[O:34])[c:15]3[n:16]([c:18]([CH:21]([C:22]([F:23])([F:24])[F:25])[O:26][CH3:36])[cH:19][n:20]3)[CH2:17]2)[cH:6][cH:7][cH:8][c:9]1[F:10]. Reactants: CC(C)(C)OC(=O)NC1CCC(c2cccc(F)c2F)Cn2c(C(O)C(F)(F)F)cnc21, [H-], CI, [Na+], C1CCOC1. Yields the product COC(c1cnc2n1CC(c1cccc(F)c1F)CCC2NC(=O)OC(C)(C)C)C(F)(F)F.